From a dataset of the Open Reaction Database (ORD), a public repository of structured organic reaction records. describe an organic reaction: reactants, conditions, products, and yield The reactants are Cl.NC1CCC(CC1)OC=1C=2C=3C[C@@H](CCC3SC2N=CN1)CC(=O)N (2-[(12R)-3-[(4-aminocyclohexyl)oxy]-8-thia-4,6-diazatricyclo[7.4.0.0[2,7]]trideca-1(9),2(7),3,5-tetraen-12-yl]acetamide hydrochloride), C=O (HCHO), CC(=O)O (HOAc), [BH3-]C#N.[Na+] (NaCNBH3). Run in CO (MeOH). Reaction conditions: time 4 hour. The product is CN(C1CCC(CC1)OC=1C=2C=3C[C@@H](CCC3SC2N=CN1)CC(=O)N)C (2-[(12R)-3-[[4-(dimethylamino)cyclohexyl]oxy]-8-thia-4,6-diazatricyclo[7.4.0.0[2,7]]trideca-1(9),2(7),3,5-tetraen-12-yl]acetamide). As a reaction SMILES: Cl.N[CH:3]1[CH2:8][CH2:7][CH:6]([O:9][C:10]2[C:11]3[C:12]4[CH2:13][C@H:14]([CH2:23][C:24]([NH2:26])=[O:25])[CH2:15][CH2:16][C:17]=4[S:18][C:19]=3[N:20]=[CH:21][N:22]=2)[CH2:5][CH2:4]1.C=O.[CH3:29]C(O)=O.[BH3-][C:34]#[N:35].[Na+]>CO>[CH3:29][N:35]([CH3:34])[CH:3]1[CH2:8][CH2:7][CH:6]([O:9][C:10]2[C:11]3[C:12]4[CH2:13][C@H:14]([CH2:23][C:24]([NH2:26])=[O:25])[CH2:15][CH2:16][C:17]=4[S:18][C:19]=3[N:20]=[CH:21][N:22]=2)[CH2:5][CH2:4]1 |f:0.1,4.5|. Procedure: A solution of tert-butyl N-(4-[[(12R)-12-(carbamoylmethyl)-8-thia-4,6-diazatricyclo[7.4.0.0[2,7]]trideca-1(9),2(7),3,5-tetraen-3-yl]oxy]cyclohexyl)carbamate (72 mg, 0.16 mmol, 1.00 equiv) in 5 mL of dichloromethane (5 mL) was added 6 M aqueous hydrochloric acid (0.5 mL) at 0° C. and the resulting solution was stirred overnight at room temperature. The resulting mixture was concentrated under vacuum to give 62 mg (crude) of 2-[(12R)-3-[(4-aminocyclohexyl)oxy]-8-thia-4,6-diazatricyclo[7.4.0.0[2,7]... Procedure: A mixture of 1-allyl-4-{[5-(2-chlorophenyl)-1-(2,6-dichlorophenyl)-2-oxo-1,2,3,4-tetrahydroquinazolin-7-yl]methyl}piperazine-2-carboxylic acid (EXAMPLE AAA14, 95 mg, 0.16 mmol), methanol (0.02 mL, 0.49 mmol), 1-[3-(dimethylamino)propyl]-3-ethylcarbodiimide hydrochloride (47 mg, 0.24 mmol) and 4-(dimethylamino)-pyridine (50 mg, 0.41 mmol) in methylene chloride (1 mL) was stirred at rt for 20 h. Removal of the solvent and subsequent purification by preparative thin layer chromatography using 5% of... RXN SMILES: C([N:4]1[CH2:9][CH2:8][N:7]([CH2:10][C:11]2[CH:20]=[C:19]3[C:14]([CH2:15][NH:16][C:17](=[O:29])[N:18]3[C:21]3[C:26]([Cl:27])=[CH:25][CH:24]=[CH:23][C:22]=3[Cl:28])=[C:13]([C:30]3[CH:35]=[CH:34][CH:33]=[CH:32][C:31]=3[Cl:36])[CH:12]=2)[CH2:6][CH:5]1[C:37]([OH:39])=[O:38])C=C.[CH3:40]O.Cl.CN(C)[CH2:45][CH2:46][CH2:47]N=C=NCC>CN(C)C1C=CN=CC=1.C(Cl)Cl>[Cl:36][C:31]1[CH:32]=[CH:33][CH:34]=[CH:35][C:30]=1[C:13]1[CH:12]=[C:11]([CH2:10][N:7]2[CH2:8][CH2:9][NH:4][CH:5]([C:37]([O:39][C:46]([CH3:47])([CH3:40])[CH3:45])=[O:38])[CH2:6]2)[CH:20]=[C:19]2[C:14]=1[CH2:15][NH:16][C:17](=[O:29])[N:18]2[C:21]1[C:22]([Cl:28])=[CH:23][CH:24]=[CH:25][C:26]=1[Cl:27] |f:2.3|. The reagents and catalysts are CN(C1=CC=NC=C1)C (4-(dimethylamino)-pyridine). Run in C(Cl)Cl (methylene chloride). Run at time 20 hour. Starting materials: C(C=C)N1C(CN(CC1)CC1=CC(=C2CNC(N(C2=C1)C1=C(C=CC=C1Cl)Cl)=O)C1=C(C=CC=C1)Cl)C(=O)O (1-allyl-4-{[5-(2-chlorophenyl)-1-(2,6-dichlorophenyl)-2-oxo-1,2,3,4-tetrahydroquinazolin-7-yl]methyl}piperazine-2-carboxylic acid), CO (methanol), Cl.CN(CCCN=C=NCC)C (1-[3-(dimethylamino)propyl]-3-ethylcarbodiimide hydrochloride). The product is ClC1=C(C=CC=C1)C1=C2CNC(N(C2=CC(=C1)CN1CC(NCC1)C(=O)OC(C)(C)C)C1=C(C=CC=C1Cl)Cl)=O (tert-butyl 4-{[5-(2-chlorophenyl)-1-(2,6-dichlorophenyl)-2-oxo-1,2,3,4-tetrahydroquinazolin-7-yl]methyl}piperazine-2-carboxylate).